From a dataset of the Open Reaction Database (ORD), a public repository of structured organic reaction records. describe an organic reaction: reactants, conditions, products, and yield As a reaction SMILES: [CH3:1][C:2]1[O:6][C:5]([C:7]2[CH:12]=[CH:11][CH:10]=[CH:9][CH:8]=2)=[N:4][C:3]=1[CH2:13][CH2:14][O:15][C:16]1[C:24]2[CH2:23][CH2:22][CH2:21][C:20]=2[C:19](C=O)=[CH:18][CH:17]=1.[Cl-].[CH2:28]([O:30][CH:31]([P+](C1C=CC=CC=1)(C1C=CC=CC=1)C1C=CC=CC=1)[C:32]([O:34][CH2:35][CH3:36])=[O:33])[CH3:29].[C:56](=O)([O-])[O-].[K+].[K+]>ClCCl.CC(O)C>[CH2:35]([O:34][C:32](=[O:33])/[C:31](/[O:30][CH2:28][CH3:29])=[CH:56]/[C:19]1[CH:18]=[CH:17][C:16]([O:15][CH2:14][CH2:13][C:3]2[N:4]=[C:5]([C:7]3[CH:8]=[CH:9][CH:10]=[CH:11][CH:12]=3)[O:6][C:2]=2[CH3:1])=[C:24]2[C:20]=1[CH2:21][CH2:22][CH2:23]2)[CH3:36] |f:1.2,3.4.5,6.7|. Product: C(C)OC(/C(=C/C1=C2CCCC2=C(C=C1)OCCC=1N=C(OC1C)C1=CC=CC=C1)/OCC)=O (2Z-Ethoxy-3-{7-[2-(5-methyl-2-phenyl-oxazol-4-yl)-ethoxy]-indan-4-yl}-acrylic acid ethyl ester). Procedure details: 1.39 g of 7-[2-(5-methyl-2-phenyl-oxazol-4-yl)-ethoxy]-indan-4-carbaldehyde (4.00 mmol) and 1.89 g of (ethoxy-ethoxycarbonyl-methyl)-triphenyl-phosphonium chloride [Tetrahedron 50(25), 7543-56(1994)] (4.40 mmol) were dissolved in 9 ml of dichloromethane/2-propanol (1/1, v/v) under argon. This solution was cooled down to −10° C. and 855 mg of potassium carbonate (6.00 mmol) was added. The resulting suspension was stirred overnight and allowed to reach room temperature. Additional 1.89 g of (ethox... Starting materials: C([O-])([O-])=O.[K+].[K+] (potassium carbonate), [Cl-].C(C)OC(C(=O)OCC)[P+](C1=CC=CC=C1)(C1=CC=CC=C1)C1=CC=CC=C1 ((ethoxy-ethoxycarbonyl-methyl)-triphenyl-phosphonium chloride), C([O-])([O-])=O.[K+].[K+] (potassium carbonate), CC1=C(N=C(O1)C1=CC=CC=C1)CCOC1=CC=C(C=2CCCC12)C=O (7-[2-(5-methyl-2-phenyl-oxazol-4-yl)-ethoxy]-indan-4-carbaldehyde), [Cl-].C(C)OC(C(=O)OCC)[P+](C1=CC=CC=C1)(C1=CC=CC=C1)C1=CC=CC=C1 ((ethoxy-ethoxycarbonyl-methyl)-triphenyl-phosphonium chloride), C([O-])([O-])=O.[K+].[K+] (potassium carbonate), [Cl-].C(C)OC(C(=O)OCC)[P+](C1=CC=CC=C1)(C1=CC=CC=C1)C1=CC=CC=C1 ((ethoxy-ethoxycarbonyl-methyl)-triphenyl-phosphonium chloride). Solvent: ClCCl.CC(C)O (dichloromethane 2-propanol). Conditions: temperature -10 celsius, time 8 hour. The reactants are CCOC(=O)Cn1ccc2ccc(OCc3c(C(F)(F)F)cc(-c4ccc(OC(F)(F)F)cc4)nc3CC3CC3)cc21, [Li+], [OH-]. Yields the product O=C(O)Cn1ccc2ccc(OCc3c(C(F)(F)F)cc(-c4ccc(OC(F)(F)F)cc4)nc3CC3CC3)cc21. Reaction SMILES: [CH2:1]([CH3:2])[O:3][C:4]([CH2:5][n:6]1[cH:7][cH:8][c:9]2[cH:10][cH:11][c:12]([O:15][CH2:16][c:17]3[c:18]([CH2:38][CH:39]4[CH2:40][CH2:41]4)[n:19][c:20](-[c:27]4[cH:28][cH:29][c:30]([O:33][C:34]([F:35])([F:36])[F:37])[cH:31][cH:32]4)[cH:21][c:22]3[C:23]([F:24])([F:25])[F:26])[cH:13][c:14]12)=[O:42].[Li+:44].[OH-:43]>>[O:3]=[C:4]([CH2:5][n:6]1[cH:7][cH:8][c:9]2[cH:10][cH:11][c:12]([O:15][CH2:16][c:17]3[c:18]([CH2:38][CH:39]4[CH2:40][CH2:41]4)[n:19][c:20](-[c:27]4[cH:28][cH:29][c:30]([O:33][C:34]([F:35])([F:36])[F:37])[cH:31][cH:32]4)[cH:21][c:22]3[C:23]([F:24])([F:25])[F:26])[cH:13][c:14]12)[OH:42]. Reactants: C(C)(=O)O.N1(C=NC=C1)CCCC=1C=C2CCC(NC2=CC1)=O (6-[3-(imidazol-1-yl)propyl]-3,4-dihydrocarbostyril acetate), Cl (hydrochloric acid). The solvent is CO (methanol), CO (methanol). Product: Cl.N1(C=NC=C1)CCCC=1C=C2CCC(NC2=CC1)=O (6-[3-(imidazol-1-yl)propyl]-3,4-dihydrocarbostyril hydrochloride). Reaction SMILES: C(O)(=O)C.[N:5]1([CH2:10][CH2:11][CH2:12][C:13]2[CH:14]=[C:15]3[C:20](=[CH:21][CH:22]=2)[NH:19][C:18](=[O:23])[CH2:17][CH2:16]3)[CH:9]=[CH:8][N:7]=[CH:6]1.[ClH:24]>CO>[ClH:24].[N:5]1([CH2:10][CH2:11][CH2:12][C:13]2[CH:14]=[C:15]3[C:20](=[CH:21][CH:22]=2)[NH:19][C:18](=[O:23])[CH2:17][CH2:16]3)[CH:9]=[CH:8][N:7]=[CH:6]1 |f:0.1,4.5|. Reported procedure: 6-[3-(imidazol-1-yl)propyl]-3,4-dihydrocarbostyril acetate (1.0 g) is dissolved in 50 ml of methanol and a stoichiometric amount of a solution of hydrochloric acid in methanol is added. The solvent is removed under vacuum and the residue recrystallised from a mixture of methanol and ethyl acetate to yield 6-[3-(imidazol-1-yl)propyl]-3,4-dihydrocarbostyril hydrochloride. The reactants are CC(C)(C)C(=O)Oc2ccc1ccccc1c2 (substrate), O=C=O (effective_coupling_partner). The reagents and catalysts are PCy3. Reaction conditions: temperature 80 celsius, time 48 hour. Product: O=C(O)c2ccc1ccccc1c2.